Dataset: the Open Reaction Database (ORD), a public repository of structured organic reaction records. Task: describe an organic reaction: reactants, conditions, products, and yield Starting materials: [Br-], Fc1ccc(Br)cc1, [Mg]. The product is Fc1ccc([Mg]Br)cc1. RXN SMILES: [Br-:10].[Br:2][c:3]1[cH:4][cH:5][c:6]([F:9])[cH:7][cH:8]1.[Mg:1]>>[Mg:1]([c:3]1[cH:4][cH:5][c:6]([F:9])[cH:7][cH:8]1)[Br:10].